Task: describe an organic reaction: reactants, conditions, products, and yield. Dataset: the Open Reaction Database (ORD), a public repository of structured organic reaction records Starting materials: [C-]#N, CCc1nc2c(C)cc(Br)nc2n1Cc1ccccc1, CCOC(C)=O, N#C[Cu], [K+], O, c1ccncc1. The product is CCc1nc2c(C)cc(C#N)nc2n1Cc1ccccc1. RXN SMILES: [C-:25]#[N:26].[CH2:1]([c:2]1[cH:3][cH:4][cH:5][cH:6][cH:7]1)[n:8]1[c:9]([CH2:19][CH3:20])[n:10][c:11]2[c:12]1[n:13][c:14]([Br:18])[cH:15][c:16]2[CH3:17].[CH3:34][CH2:35][O:36][C:37]([CH3:38])=[O:39].[Cu:21][C:22]#[N:23].[K+:27].[OH2:24].[cH:28]1[cH:29][cH:30][n:31][cH:32][cH:33]1>>[CH2:1]([c:2]1[cH:3][cH:4][cH:5][cH:6][cH:7]1)[n:8]1[c:9]([CH2:19][CH3:20])[n:10][c:11]2[c:12]1[n:13][c:14]([C:22]#[N:23])[cH:15][c:16]2[CH3:17]. Reactants: S(O)(O)(=O)=O (sulfuric acid), P(=O)([O-])([O-])O.[Ca+2] (Monocalcium phosphate), S(O)(O)(=O)=O (sulfuric acid). Yields the product P(O)(O)(O)=O (phosphoric acid), O.S(=O)(=O)([O-])[O-].[Ca+2].[Ca+2].S(=O)(=O)([O-])[O-] (calcium sulfate hemihydrate). As a reaction SMILES: [S:1](=[O:5])(=[O:4])([OH:3])[OH:2].[P:6]([OH:10])([O-:9])([O-:8])=[O:7].[Ca+2:11]>>[P:6](=[O:7])([OH:10])([OH:9])[OH:8].[OH2:2].[S:1]([O-:5])([O-:4])(=[O:3])=[O:2].[Ca+2:11].[Ca+2:11].[S:1]([O-:5])([O-:4])(=[O:3])=[O:2] |f:1.2,4.5.6.7.8|. Procedure: Concentrated sulfuric acid is added to the slurry as it enters the second tank. Monocalcium phosphate reacts with the sulfuric acid forming phosphoric acid and calcium sulfate hemihydrate. An excess of sulfuric acid will usually be used (see Table 4). A portion of the slurry is recycled back to the first tank where more pebble rock and recycle phosphoric acid are added. Another portion of the slurry is sent to the filtration stage. The first quantity of acid recovered is product acid containing ... The reactants are [Na] (sodium), OC=1C(=CC=2C(CCC(C2C1)(C)C)(C)C)C(C)=O (1-(3-hydroxy-5,5,8,8-tetramethyl-5,6,7,8-tetrahydro-naphthalen-2-yl)ethanone), C(=O)OCC (ethyl formate). The solvent is Cl (HCl). Reaction conditions: temperature 35 celsius, time 4 hour. The product is OC1OC2=CC3=C(C=C2C(C1)=O)C(CCC3(C)C)(C)C (2-hydroxy-6,6,9,9-tetramethyl-2,3,6,7,8,9-hexahydrobenzo[g]chromen-4-one). Reaction SMILES: [Na].[OH:2][C:3]1[C:4]([C:17](=[O:19])[CH3:18])=[CH:5][C:6]2[C:7]([CH3:16])([CH3:15])[CH2:8][CH2:9][C:10]([CH3:14])([CH3:13])[C:11]=2[CH:12]=1.[CH:20](OCC)=[O:21]>Cl>[OH:21][CH:20]1[CH2:18][C:17](=[O:19])[C:4]2[C:3](=[CH:12][C:11]3[C:10]([CH3:13])([CH3:14])[CH2:9][CH2:8][C:7]([CH3:16])([CH3:15])[C:6]=3[CH:5]=2)[O:2]1 |^1:0|. Reported procedure: A 200-mL round bottom flask was flame dried under nitrogen and charged with sodium metal (3.2 g, 140 mmol). A solution of 1-(3-hydroxy-5,5,8,8-tetramethyl-5,6,7,8-tetrahydro-naphthalen-2-yl)ethanone (15 g, 61.0 mmol) in ethyl formate (350 mL) was added dropwise over 1 h. The resulting yellow solution was stirred at 35° C. for 4 h. The mixture was cooled to 25° C. solution, diluted with 1N HCl (20 mL) and extracted with ether. The extracts were washed with water, brine, and dried over MgSO4. The ... Reported procedure: Synthesized as described in Example 1C using 4-[(2-hydroxyethyl)(2,2,2-trifluoroethyl)amino]-2-(trifluoromethyl)benzonitrile and 4-hydroxybenzenesulfonamide: MS (APCI) m/z 468 (M+1). Reaction SMILES: [OH:1][CH2:2][CH2:3][N:4]([CH2:17][C:18]([F:21])([F:20])[F:19])[C:5]1[CH:12]=[CH:11][C:8]([C:9]#[N:10])=[C:7]([C:13]([F:16])([F:15])[F:14])[CH:6]=1.O[C:23]1[CH:28]=[CH:27][C:26]([S:29]([NH2:32])(=[O:31])=[O:30])=[CH:25][CH:24]=1>>[C:9]([C:8]1[CH:11]=[CH:12][C:5]([N:4]([CH2:17][C:18]([F:19])([F:20])[F:21])[CH2:3][CH2:2][O:1][C:23]2[CH:28]=[CH:27][C:26]([S:29]([NH2:32])(=[O:31])=[O:30])=[CH:25][CH:24]=2)=[CH:6][C:7]=1[C:13]([F:15])([F:16])[F:14])#[N:10]. Reactants: OCCN(C1=CC(=C(C#N)C=C1)C(F)(F)F)CC(F)(F)F (4-[(2-hydroxyethyl)(2,2,2-trifluoroethyl)amino]-2-(trifluoromethyl)benzonitrile), OC1=CC=C(C=C1)S(=O)(=O)N (4-hydroxybenzenesulfonamide). Yields the product C(#N)C1=C(C=C(C=C1)N(CCOC1=CC=C(C=C1)S(=O)(=O)N)CC(F)(F)F)C(F)(F)F (4-({2-[[4-Cyano-3-(trifluoromethyl)phenyl](2,2,2-trifluoroethyl)amino]ethyl}oxy)benzenesulfonamide). The reactants are COCOC1=C(C=CC(=C1)C(F)(F)F)[N+](=O)[O-] (2-nitro-5-trifluoromethylphenyl methoxymethyl ether). The reagents and catalysts are [Pd] (Pd—C). Solvent: CO (MeOH). Product: COCOC1=C(C=CC(=C1)C(F)(F)F)N (2-amino-5-trifluoromethylphenyl methoxymethyl ether). The yield is 100.7%. Reaction SMILES: [CH3:1][O:2][CH2:3][O:4][C:5]1[CH:10]=[C:9]([C:11]([F:14])([F:13])[F:12])[CH:8]=[CH:7][C:6]=1[N+:15]([O-])=O>CO.[Pd]>[CH3:1][O:2][CH2:3][O:4][C:5]1[CH:10]=[C:9]([C:11]([F:12])([F:13])[F:14])[CH:8]=[CH:7][C:6]=1[NH2:15]. Procedure: To a solution of 2-nitro-5-trifluoromethylphenyl methoxymethyl ether (353 mg; prepared in Reference Example 19.) in MeOH (3.5 ml), 10% Pd—C (30 mg) was added in a stream of argon. The mixture was stirred vigorously at room temperature under hydrogen atmosphere. The reaction mixture was filtered through celite and concentrated under the reduced pressure to give the title compound (313 mg) having the following physical data. As a reaction SMILES: [H-].[Al+3].[Li+].[H-].[H-].[H-].[Cl:7][C:8]1[CH:9]=[C:10]([CH2:15][C:16](O)=[O:17])[CH:11]=[CH:12][C:13]=1[Cl:14]>C(OCC)C>[Cl:7][C:8]1[CH:9]=[C:10]([CH:11]=[CH:12][C:13]=1[Cl:14])[CH2:15][CH2:16][OH:17] |f:0.1.2.3.4.5|. The product is ClC=1C=C(CCO)C=CC1Cl (3,4-Dichlorophenethyl alcohol). Reported procedure: To a solution of lithium aluminum hydride (7.79 g, 195 mmol) in anhydrous diethyl ether (435 mL) was added slowly as a powder, via a solid dropping funnel, 3,4-dichlorophenyl acetic acid (27.20 g, 130 mmol). When the addition was completed, the reaction mixture was refluxed for 12 hours. The reaction was quenched by cautious addition of saturated sodium sulfate aqueous solution (20 mL), the resulting insoluble was then filtered off and the filtrate was concentrated in vacuo to yield 25.09 g of t... The solvent is C(C)OCC (diethyl ether). Starting materials: [H-].[Al+3].[Li+].[H-].[H-].[H-] (lithium aluminum hydride), ClC=1C=C(C=CC1Cl)CC(=O)O (3,4-dichlorophenyl acetic acid). Isolated yield 101.0%.